Dataset: the Open Reaction Database (ORD), a public repository of structured organic reaction records. Task: describe an organic reaction: reactants, conditions, products, and yield Starting materials: BrB(Br)Br, CCNC(=NS(=O)(=O)c1ccc(OC)cc1)N1CC(CC)C=N1, ClCCl. Product: CCNC(=NS(=O)(=O)c1ccc(O)cc1)N1CC(CC)C=N1. Reaction SMILES: [B:24]([Br:25])([Br:26])[Br:27].[CH2:1]([CH3:2])[NH:3][C:4](=[N:5][S:6](=[O:7])(=[O:8])[c:9]1[cH:10][cH:11][c:12]([O:15][CH3:16])[cH:13][cH:14]1)[N:17]1[N:18]=[CH:19][CH:20]([CH2:22][CH3:23])[CH2:21]1.[Cl:28][CH2:29][Cl:30]>>[CH2:1]([CH3:2])[NH:3][C:4](=[N:5][S:6](=[O:7])(=[O:8])[c:9]1[cH:10][cH:11][c:12]([OH:15])[cH:13][cH:14]1)[N:17]1[N:18]=[CH:19][CH:20]([CH2:22][CH3:23])[CH2:21]1. The reactants are COC(CC(C[N+](=O)[O-])C1=CC=CC=C1)=O (4-nitro-3-phenyl-butyric acid methyl ester). The reagents and catalysts are [Ni] (Raney-Nickel). Solvent: CO (methanol). Yields the product C1(=CC=CC=C1)C1CC(NC1)=O (4-phenyl-pyrrolidin-2-one). Reaction SMILES: C[O:2][C:3](=O)[CH2:4][CH:5]([C:10]1[CH:15]=[CH:14][CH:13]=[CH:12][CH:11]=1)[CH2:6][N+:7]([O-])=O>CO.[Ni]>[C:10]1([CH:5]2[CH2:6][NH:7][C:3](=[O:2])[CH2:4]2)[CH:15]=[CH:14][CH:13]=[CH:12][CH:11]=1. Procedure details: A solution of 4-nitro-3-phenyl-butyric acid methyl ester (4.02 g, 18 mmol) and Raney-Nickel (6 ml, slurry in water) in methanol (30 ml) was stirred under hydrogen atmosphere for 3 hours. After filtration using celite and removal of the solvent under reduced pressure, residue was partitioned between water and ethyl acetate. The organic layer was washed with water and brine, and then dried over sodium sulfate. The solvents were removed under reduced pressure, and the residue was dissolved in tolue...